Dataset: the Open Reaction Database (ORD), a public repository of structured organic reaction records. Task: describe an organic reaction: reactants, conditions, products, and yield As a reaction SMILES: [CH:1]1[C:13]2[CH:12]([CH2:14][O:15][C:16]([NH:18][C@H:19]3[CH2:23][N:22](C(OC(C)(C)C)=O)[C@H:21]([C:31]([O-:33])=[O:32])[CH2:20]3)=[O:17])[C:11]3[C:6](=[CH:7][CH:8]=[CH:9][CH:10]=3)[C:5]=2[CH:4]=[CH:3][CH:2]=1.[S:34](=[O:38])(=[O:37])([OH:36])[OH:35].[CH3:39]O>>[S:34]([OH:38])([OH:37])(=[O:36])=[O:35].[CH:5]1[C:13]2[CH:12]([CH2:14][O:15][C:16]([NH:18][C@H:19]3[CH2:23][NH:22][C@H:21]([C:31]([O:33][CH3:39])=[O:32])[CH2:20]3)=[O:17])[C:11]3[C:10](=[CH:9][CH:8]=[CH:7][CH:6]=3)[C:1]=2[CH:2]=[CH:3][CH:4]=1 |f:3.4|. Reported procedure: 850 mg 1-tert.butyl (2S,4R)-4-(9H-fluoren-9-ylmethoxycarbonylamino)-pyrrolidine-1,2-dicarboxylate and 60 μl sulphuric acid are placed in 12 ml abs. methanol. The reaction mixture is then refluxed for 48 hours with stirring and then evaporated to dryness. 1.0 g product is obtained as a foam. Analytical HPLC-MS (method B): RT=1.80 min. Reactants: C1=CC=CC=2C3=CC=CC=C3C(C12)COC(=O)N[C@@H]1C[C@H](N(C1)C(=O)OC(C)(C)C)C(=O)[O-] (1-tert.butyl (2S,4R)-4-(9H-fluoren-9-ylmethoxycarbonylamino)-pyrrolidine-1,2-dicarboxylate), S(O)(O)(=O)=O (sulphuric acid), CO (methanol). Product: S(=O)(=O)(O)O.C1=CC=CC=2C3=CC=CC=C3C(C12)COC(=O)N[C@@H]1C[C@H](NC1)C(=O)OC (methyl (2S,4R)-4-(9H-fluoren-9-ylmethoxycarbonylamino)-pyrrolidine-2-carboxylate sulphate).